This data is from the Open Reaction Database (ORD), a public repository of structured organic reaction records. The task is: describe an organic reaction: reactants, conditions, products, and yield The reactants are C([O-])([O-])=O.[K+].[K+] (Potassium carbonate), N1CCOCC1 (morpholine), C(C1=CC=CC=C1)OC1=C(C(=O)NC2=C(C(=O)OC(C)(C)C)C=CC(=C2)C2=CC=CC=C2)C=CC(=C1)OCCBr (tert-butyl 2-(2-(benzyloxy)-4-(2-bromoethoxy)benzamido)-4-phenylbenzoate), C([O-])(O)=O.[Na+] (sodium bicarbonate), C([O-])([O-])=O.[K+].[K+] (potassium carbonate), N1CCOCC1 (morpholine). Solvent: CC(=O)C (acetone), C(C)(=O)OCC (ethyl acetate), O (water). Product: C(C1=CC=CC=C1)OC1=C(C(=O)NC2=C(C(=O)OC(C)(C)C)C=CC(=C2)C2=CC=CC=C2)C=CC(=C1)OCCN1CCOCC1 (tert-butyl 2-(2-(benzyloxy)-4-(2-(morpholin-4-yl)ethoxy)benzamido)-4-phenylbenzoate). As a reaction SMILES: C(=O)([O-])[O-].[K+].[K+].[NH:7]1[CH2:12][CH2:11][O:10][CH2:9][CH2:8]1.[CH2:13]([O:20][C:21]1[CH:48]=[C:47]([O:49][CH2:50][CH2:51]Br)[CH:46]=[CH:45][C:22]=1[C:23]([NH:25][C:26]1[CH:38]=[C:37]([C:39]2[CH:44]=[CH:43][CH:42]=[CH:41][CH:40]=2)[CH:36]=[CH:35][C:27]=1[C:28]([O:30][C:31]([CH3:34])([CH3:33])[CH3:32])=[O:29])=[O:24])[C:14]1[CH:19]=[CH:18][CH:17]=[CH:16][CH:15]=1.C(=O)(O)[O-].[Na+]>C(OCC)(=O)C.O.CC(C)=O>[CH2:13]([O:20][C:21]1[CH:48]=[C:47]([O:49][CH2:50][CH2:51][N:7]2[CH2:12][CH2:11][O:10][CH2:9][CH2:8]2)[CH:46]=[CH:45][C:22]=1[C:23]([NH:25][C:26]1[CH:38]=[C:37]([C:39]2[CH:44]=[CH:43][CH:42]=[CH:41][CH:40]=2)[CH:36]=[CH:35][C:27]=1[C:28]([O:30][C:31]([CH3:34])([CH3:33])[CH3:32])=[O:29])=[O:24])[C:14]1[CH:15]=[CH:16][CH:17]=[CH:18][CH:19]=1 |f:0.1.2,5.6|. Procedure: Potassium carbonate (0.065 g) and morpholine (0.041 mL) were added to an acetone (3.0 mL) solution of tert-butyl 2-(2-(benzyloxy)-4-(2-bromoethoxy)benzamido)-4-phenylbenzoate (0.094 g), followed by heating to reflux for 45 minutes. The reaction mixture was cooled to room temperature, and potassium carbonate (0.022 g) and morpholine (0.014 mL) were added thereto, followed by heating to reflux for 2 hours and 30 minutes. The reaction mixture was cooled to room temperature, and then water, a satura... Reactants: [Ag+2], O=C([O-])[O-], CCOC(C)=O, CCCCCC, CC#N, O=[N+]([O-])c1cc(S(=O)(=O)Cl)sc1Cl, O. Product: [Ag+], O=[N+]([O-])c1cc(S(=O)(=O)[O-])sc1Cl. Reaction SMILES: [Ag+2:18].[C:14]([O-:15])(=[O:16])[O-:17].[C:19]([O:20][CH2:21][CH3:22])(=[O:23])[CH3:24].[CH3:25][CH2:26][CH2:27][CH2:28][CH2:29][CH3:30].[CH3:31][C:32]#[N:33].[Cl:1][c:2]1[c:3]([N+:11](=[O:12])[O-:13])[cH:4][c:5]([S:7](=[O:8])(=[O:9])[Cl:10])[s:6]1.[OH2:34]>>[Ag+:18].[Cl:1][c:2]1[c:3]([N+:11](=[O:12])[O-:13])[cH:4][c:5]([S:7](=[O:8])(=[O:9])[O-:15])[s:6]1.